The task is: describe an organic reaction: reactants, conditions, products, and yield. This data is from the Open Reaction Database (ORD), a public repository of structured organic reaction records. The reactants are C(C)(C)(C)NC(=O)C1=CN(C=2C1=NC(=CN2)C2=NN(C1=CC(=CC=C21)CC)C)COCC[Si](C)(C)C (N-tert-Butyl-2-(6-ethyl-1-methyl-1H-indazol-3-yl)-5-((2-(trimethylsilyl)ethoxy)methyl)-5H-pyrrolo[3,2-b]pyrazine-7-carboxamide), C(CN)N (ethylenediamine), CCCC[N+](CCCC)(CCCC)CCCC.[F-] (TBAF). Solvent: CN(C)C=O (DMF). Run at temperature 60 celsius, time 3 hour. Yields the product C(C)(C)(C)NC(=O)C1=CNC2=NC=C(N=C21)C2=NN(C1=CC(=CC=C21)CC)C (2-(6-ethyl-1-methyl-1H-indazol-3-yl)-5H-pyrrolo[2,3-b]pyrazine-7-carboxylic acid tert-butylamide). Yield: 22.5%. As a reaction SMILES: [C:1]([NH:5][C:6]([C:8]1[C:12]2=[N:13][C:14]([C:17]3[C:25]4[C:20](=[CH:21][C:22]([CH2:26][CH3:27])=[CH:23][CH:24]=4)[N:19]([CH3:28])[N:18]=3)=[CH:15][N:16]=[C:11]2[N:10](COCC[Si](C)(C)C)[CH:9]=1)=[O:7])([CH3:4])([CH3:3])[CH3:2].C(N)CN.CCCC[N+](CCCC)(CCCC)CCCC.[F-]>CN(C=O)C>[C:1]([NH:5][C:6]([C:8]1[C:12]2[C:11](=[N:16][CH:15]=[C:14]([C:17]3[C:25]4[C:20](=[CH:21][C:22]([CH2:26][CH3:27])=[CH:23][CH:24]=4)[N:19]([CH3:28])[N:18]=3)[N:13]=2)[NH:10][CH:9]=1)=[O:7])([CH3:4])([CH3:3])[CH3:2] |f:2.3|. Procedure details: N-tert-Butyl-2-(6-ethyl-1-methyl-1H-indazol-3-yl)-5-((2-(trimethylsilyl)ethoxy)methyl)-5H-pyrrolo[3,2-b]pyrazine-7-carboxamide (0.03 g, 0.059 mmol), ethylenediamine (1 mL, 15.0 mmol) and TBAF (1 mL, 3.45 mmol) were combined with DMF (3.0 mL) and the reaction mixture warmed to 60° C. After 3 h, the mixture was concentrated to dryness and partitioned between ethyl acetate and water. The organic phase was concentrated in vacuo then purified by chromatography to give 2-(6-ethyl-1-methyl-1H-indazol-3... Starting materials: FC1=C(C#N)C=CC(=C1)C1=NC(=NC(=C1)N1[C@@H](COCC1)C)NC (2-fluoro-4-{2-(methylamino)-6-[(3R)-3-methyl-4-morpholinyl]-4-pyrimidinyl}benzonitrile), NN (hydrazine), CCN(C(C)C)C(C)C (Hunig's base). Solvent: C(C)O (ethanol). Run at temperature 150 celsius. Product: CNC1=NC(=CC(=N1)C1=CC=C2C(=NNC2=C1)N)N1[C@@H](COCC1)C (6-{2-(Methylamino)-6-[(3R)-3-methyl-4-morpholinyl]-4-pyrimidinyl}-1H-indazol-3-amine). Yield: 41.8%. As a reaction SMILES: F[C:2]1[CH:9]=[C:8]([C:10]2[CH:15]=[C:14]([N:16]3[CH2:21][CH2:20][O:19][CH2:18][C@H:17]3[CH3:22])[N:13]=[C:12]([NH:23][CH3:24])[N:11]=2)[CH:7]=[CH:6][C:3]=1[C:4]#[N:5].[NH2:25][NH2:26].CCN(C(C)C)C(C)C>C(O)C>[CH3:24][NH:23][C:12]1[N:11]=[C:10]([C:8]2[CH:7]=[C:6]3[C:3]([C:4]([NH2:5])=[N:25][NH:26]3)=[CH:2][CH:9]=2)[CH:15]=[C:14]([N:16]2[CH2:21][CH2:20][O:19][CH2:18][C@H:17]2[CH3:22])[N:13]=1. Procedure: To a 5-mL microwave vial was added 2-fluoro-4-{2-(methylamino)-6-[(3R)-3-methyl-4-morpholinyl]-4-pyrimidinyl}benzonitrile (270 mg, 0.824 mmol), hydrazine (0.31 mL, 9.9 mmol), Hunig's base (0.576 mL, 3.30 mmol), and ethanol (3 mL). The reaction mixture was heated at 150° C. for 70 minutes in a microwave reactor. LCMS analysis indicated good conversion, so the reaction mixture was concentrated, dissolved in DMSO and purified by RP-HPLC (8-32% CH3CN in water, 0.1% TFA). The product fractions were p... Starting materials: COC1=NC(=NC(=C1)OC)C1(OC(C=2C1=NC=CC2C2=CC=C(C=C2)Cl)=O)O (7-(4,6-dimethoxypyrimidin-2-yl)-4-(4-chlorophenyl)-7-hydroxyfuro[3,4-b]pyridin-5-(7H)one), [H-].[Na+] (sodium hydride). The solvent is C1(=CC=CC=C1)C (toluene). Run at time 1 day. The product is COC1=NC(=NC(=C1)OC)C(=O)C1=C(C(=O)[O-])C(=CC=N1)C1=CC=C(C=C1)Cl.[Na+] (sodium 2-(4,6-dimethoxypyrimidin-2-ylcarbonyl)-4-(4-chlorophenyl)nicotinate). Yield: 59.2%. Reaction SMILES: [CH3:1][O:2][C:3]1[CH:8]=[C:7]([O:9][CH3:10])[N:6]=[C:5]([C:11]2([OH:28])[C:15]3=[N:16][CH:17]=[CH:18][C:19]([C:20]4[CH:25]=[CH:24][C:23]([Cl:26])=[CH:22][CH:21]=4)=[C:14]3[C:13](=[O:27])[O:12]2)[N:4]=1.[H-].[Na+:30]>C1(C)C=CC=CC=1>[CH3:1][O:2][C:3]1[CH:8]=[C:7]([O:9][CH3:10])[N:6]=[C:5]([C:11]([C:15]2[N:16]=[CH:17][CH:18]=[C:19]([C:20]3[CH:21]=[CH:22][C:23]([Cl:26])=[CH:24][CH:25]=3)[C:14]=2[C:13]([O-:27])=[O:12])=[O:28])[N:4]=1.[Na+:30] |f:1.2,4.5|. Procedure: 0.4 g of 7-(4,6-dimethoxypyrimidin-2-yl)-4-(4-chlorophenyl)-7-hydroxyfuro[3,4-b]pyridin-5-(7H)one was dissolved in 100 m of toluene, and 0.05 g of 60% sodium hydride was added thereto. The mixture was stirred at room temperature for one day. The precipitated crystals were collected by filtration and sufficiently washed with acetone to obtain 0.25 g (yield 60%) of the desired compound. m.p.: 263°-267° C. Reactants: ClC1=CC(Br)=CC=C1O. The reagents and catalysts are O1B(OC(C)(C)C1(C)C)B2OC(C)(C)C(O2)(C)C, O1BOC(C)(C)C1(C)C, N=1C=CC(=CC1C=2N=CC=C(C2)C(C)(C)C)C(C)(C)C, C[OH2+].C[OH2+].C1CC=CCCC=C1.C1CC=CCCC=C1.[Ir].[Ir]. Solvent: C1CCCCC1. Run at temperature 80 celsius, time 24 hour. Yields the product ClC1=CC(Br)=CC(B2OC(C)(C)C(O2)(C)C)=C1O. The yield is 75.0%. The reactants are COC=1C(=NC=CC1)NN ((3-methoxypyridin-2-yl)hydrazine), C(=O)(N1C=NC=C1)N1C=NC=C1 (1,1′-carbonyldiimidazole). The solvent is C1CCOC1 (THF). Reaction conditions: time 16 hour. Product: COC=1C=2N(C=CC1)C(NN2)=O (8-Methoxy-2H-[1,2,4]triazolo[4,3-a]pyridin-3-one). Yield: 87.7%. RXN SMILES: [CH3:1][O:2][C:3]1[C:4]([NH:9][NH2:10])=[N:5][CH:6]=[CH:7][CH:8]=1.[C:11](N1C=CN=C1)(N1C=CN=C1)=[O:12]>C1COCC1>[CH3:1][O:2][C:3]1[C:4]2[N:5]([C:11](=[O:12])[NH:10][N:9]=2)[CH:6]=[CH:7][CH:8]=1. Reported procedure: To a stirred solution of (3-methoxypyridin-2-yl)hydrazine (2.7 g, 19.4 mmol) in THF (70 mL) was added 1,1′-carbonyldiimidazole (15.75 g, 90.1 mmol) at RT. After 16 hours, the resultant solid was collected by filtration and washed with THF. The solid was dissolved in a mixture of MeOH (120 mL) and water (20 mL) and stirred at RT for 10 minutes before evaporating to dryness. The resultant residue was subjected to flash chromatography (SiO2, gradient 3 to 5% MeOH in CHCl3) to afford the title compo...